From a dataset of the Open Reaction Database (ORD), a public repository of structured organic reaction records. describe an organic reaction: reactants, conditions, products, and yield Reactants: CC1SC(C)(C)C(=O)N1CCCCBr, CC#N, Cl, [I-], [Na+], c1ccc2c(N3CCNCC3)nsc2c1, c1ccc2c(N3CCNCC3)nsc2c1. The product is CC1SC(C)(C)C(=O)N1CCCCN1CCN(c2nsc3ccccc23)CC1, Cl. Reaction SMILES: [Br:1][CH2:2][CH2:3][CH2:4][CH2:5][N:6]1[CH:7]([CH3:14])[S:8][C:9]([CH3:12])([CH3:13])[C:10]1=[O:11].[CH3:48][C:49]#[N:50].[ClH:15].[I-:46].[Na+:47].[s:16]1[n:17][c:18]([N:25]2[CH2:26][CH2:27][NH:28][CH2:29][CH2:30]2)[c:19]2[c:20]1[cH:21][cH:22][cH:23][cH:24]2.[s:31]1[c:32]2[cH:33][cH:34][cH:35][cH:36][c:37]2[c:38]([N:39]2[CH2:40][CH2:41][NH:42][CH2:43][CH2:44]2)[n:45]1>>[CH2:2]([CH2:3][CH2:4][CH2:5][N:6]1[CH:7]([CH3:14])[S:8][C:9]([CH3:12])([CH3:13])[C:10]1=[O:11])[N:28]1[CH2:27][CH2:26][N:25]([c:18]2[n:17][s:16][c:20]3[c:19]2[cH:24][cH:23][cH:22][cH:21]3)[CH2:30][CH2:29]1.[ClH:15]. The reactants are NC1=CC(=CC(=N1)Br)C (6-amino-2-bromo-4-methylpyridine), S(O)(O)(=O)=O (sulphuric acid), N(=O)[O-].[Na+] (sodium nitrite). The solvent is O (water), O (water). Run at temperature 60 celsius, time 2 hour. Yields the product BrC1=NC(=CC(=C1)C)O (2-bromo-4-methyl-6-hydroxypyridine). The yield is 44.8%. As a reaction SMILES: N[C:2]1[N:7]=[C:6]([Br:8])[CH:5]=[C:4]([CH3:9])[CH:3]=1.S(=O)(=O)(O)[OH:11].N([O-])=O.[Na+]>O>[Br:8][C:6]1[CH:5]=[C:4]([CH3:9])[CH:3]=[C:2]([OH:11])[N:7]=1 |f:2.3|. Procedure: A solution of 6-amino-2-bromo-4-methylpyridine (45.2 g, 0.24 mol) in water (100 ml) and concentrated sulphuric acid (43 g) at 0° C. was stirred and a solution of sodium nitrite (13.2 g; 0.19 mol) in water (20 ml) was added. After 2 hours, the reaction mixture was warmed to 60° C. and stirred for 1 hour. After cooling, the mixture was extracted with dichloromethane (200 ml). The solvent was removed in vacuo to afford 2-bromo-4-methyl-6-hydroxypyridine (20.2 g; 56%) as colorless crystals. Melting ... Reactants: OC1=CC(=CC2=C1C(=C(C(O2)=O)CCO)C)O (5,7-dihydroxy-3-(2-hydroxyethyl)-4-methyl-2H-1-benzopyran-2-one), C([O-])([O-])=O.[K+].[K+] (potassium carbonate), CI (methyl iodide). Run in C(C)O (ethanol). Yields the product OCCC=1C(OC2=C(C1C)C(=CC(=C2)OC)OC)=O (3-(2-hydroxyethyl)-5,7-dimethoxy-4-methyl-2H-1-benzopyran-2-one). Reaction SMILES: O[C:2]1[C:7]2[C:8]([CH3:16])=[C:9]([CH2:13][CH2:14][OH:15])[C:10](=O)[O:11][C:6]=2[CH:5]=[C:4]([OH:17])[CH:3]=1.[C:18](=[O:21])([O-])[O-:19].[K+].[K+].[CH3:24]I>C(O)C>[OH:15][CH2:14][CH2:13][C:9]1[C:18](=[O:21])[O:19][C:2]2[CH:3]=[C:4]([O:17][CH3:24])[CH:5]=[C:6]([O:11][CH3:10])[C:7]=2[C:8]=1[CH3:16] |f:1.2.3|. Reported procedure: Alternative method: 100.0 g (423 mmol) of 5,7-dihydroxy-3-(2-hydroxyethyl)-4-methyl-2H-1-benzopyran-2-one (Example 49), 175.5 g (1270 mmol) of potassium carbonate and 150.2 g (1058 mmol) of methyl iodide are stirred under reflux for 4 hours in 1800 ml of ethanol. The solution is filtered, evaporated, extracted with chloroform, and the organic phase is washed with water, dried with Na2SO4 and re-evaporated. Yield 49.3 g (44%); m.p. 148°-150° C. (from isopropanol/TBME). Starting materials: ClC1=CC=C(C=C1)C=CC(C(CC=CC1=CC=CC=C1)C1=CC=CC=C1)=O (1-(p-chlorophenyl)4,7-diphenyl-1,6-heptadien-3-one), C(C=C)(=O)OCC (ethyl acrylate), C(C)(=O)O (acetic acid), [OH-].[Na+] (sodium hydroxide). The solvent is CO (MeOH), C(OC)COC (glyme), O (water), CO (methanol). Conditions: time 24 hour. Yields the product C(C=CC1=CC=CC=C1)C(CCC(=O)O)(C(C=CC1=CC=C(C=C1)Cl)=O)C1=CC=CC=C1 (4-Cinnamyl-4-phenyl-5-oxo-7-(p-chlorophenyl)-6-heptenoic Acid). As a reaction SMILES: [Cl:1][C:2]1[CH:7]=[CH:6][C:5]([CH:8]=[CH:9][C:10](=[O:27])[CH:11]([C:21]2[CH:26]=[CH:25][CH:24]=[CH:23][CH:22]=2)[CH2:12][CH:13]=[CH:14][C:15]2[CH:20]=[CH:19][CH:18]=[CH:17][CH:16]=2)=[CH:4][CH:3]=1.[C:28]([O:32]CC)(=[O:31])[CH:29]=[CH2:30].C(O)(=O)C.[OH-].[Na+]>CO.C(COC)OC.O>[CH2:12]([C:11]([C:21]1[CH:22]=[CH:23][CH:24]=[CH:25][CH:26]=1)([C:10](=[O:27])[CH:9]=[CH:8][C:5]1[CH:4]=[CH:3][C:2]([Cl:1])=[CH:7][CH:6]=1)[CH2:30][CH2:29][C:28]([OH:32])=[O:31])[CH:13]=[CH:14][C:15]1[CH:16]=[CH:17][CH:18]=[CH:19][CH:20]=1 |f:3.4|. Procedure details: Triton B (0.2 ml., 40% in MeOH) is added to a stirred solution of 1-(p-chlorophenyl)4,7-diphenyl-1,6-heptadien-3-one (3.72 g., 0.01 mole) in glyme (25 ml.), followed by addition of ethyl acrylate (1.11 g., >0.01 mole). After stirring for 24 hours, glacial acetic acid (0.5 ml.) is added and the solvent removed under reduced pressure. The residue is mixed with a solution of sodium hydroxide (0.80 g., 0.02 mole) in water (15 ml.) and methanol (150 ml.) and stirred for 24 hours. The methanol is remo...